This data is from the Open Reaction Database (ORD), a public repository of structured organic reaction records. The task is: describe an organic reaction: reactants, conditions, products, and yield The reactants are ClC1=C(C=CC=C1)C1=NCC(NC2=C1C=C(C(=C2)F)F)=O (5-(2-chlorophenyl)-7,8-difluoro-1,3-dihydro-2H-1,4-benzodiazepin-2-one), CO (methanol), [H-].[Na+] (sodium hydride). The solvent is C(C)(=O)OCC (ethyl acetate). Reaction conditions: temperature 100 celsius. Product: ClC1=C(C=CC=C1)C1=NCC(NC2=C1C=C(C(=C2)OC)F)=O (5-(2-chlorophenyl)-1,3-dihydro-7-fluoro-8-methoxy-2H-1,4-benzodiazepin-2-one). RXN SMILES: [Cl:1][C:2]1[CH:7]=[CH:6][CH:5]=[CH:4][C:3]=1[C:8]1[C:14]2[CH:15]=[C:16]([F:20])[C:17](F)=[CH:18][C:13]=2[NH:12][C:11](=[O:21])[CH2:10][N:9]=1.[CH3:22][OH:23].[H-].[Na+]>C(OCC)(=O)C>[Cl:1][C:2]1[CH:7]=[CH:6][CH:5]=[CH:4][C:3]=1[C:8]1[C:14]2[CH:15]=[C:16]([F:20])[C:17]([O:23][CH3:22])=[CH:18][C:13]=2[NH:12][C:11](=[O:21])[CH2:10][N:9]=1 |f:2.3|. Reported procedure: A mixture of 0.10 g (0.00033 mole) of 5-(2-chlorophenyl)-7,8-difluoro-1,3-dihydro-2H-1,4-benzodiazepin-2-one (Imm), 2 mL of methanol and 0.03 g of sodium hydride was heated at 100° C. for 40 minutes using microwave heating in a sealed reaction vessel. The mixture was then cooled. diluted with ethyl acetate and washed successively with water and then brine. The mixture was dried over anhydrous sodium sulfate, filtered and concentrated under reduced pressure to give 0.103 g of 5-(2-chlorophenyl)-1... The reactants are S1CCC(CC1)=O (tetrahydro-4H-thiopyran-4-one), [N+](=O)([O-])C (nitromethane). Reagents/catalysts: C[O-].[Na+] (sodium methoxide). The solvent is C(C)O (ethanol). Reaction conditions: time 5 day. The product is [N+](=O)([O-])CC1(CCSCC1)O (4-(nitromethyl)tetrahydro-2H-thiopyran-4-ol). The yield is 42.7%. Reaction SMILES: [S:1]1[CH2:6][CH2:5][C:4](=[O:7])[CH2:3][CH2:2]1.[N+:8]([CH3:11])([O-:10])=[O:9]>C(O)C.C[O-].[Na+]>[N+:8]([CH2:11][C:4]1([OH:7])[CH2:5][CH2:6][S:1][CH2:2][CH2:3]1)([O-:10])=[O:9] |f:3.4|. Reported procedure: Under a nitrogen atmosphere sodium methoxide (1.03 mL of 25 wt % in methanol, 4.51 mmol) was added dropwise to a solution of tetrahydro-4H-thiopyran-4-one (10.48 g, 90.20 mol) and nitromethane (7.33 mL, 135.3 mmol) in ethanol (6 mL). The reaction mixture was stirred at ambient temperature for 5 days and then concentrated under reduced pressure. The residue was partitioned between chloroform (400 mL) and water (60 mL). The aqueous was extracted with chloroform (5×100 mL). The combined organics we... The reactants are BrB(Br)Br, COc1ccc(C2(C#N)CCCCC2)cc1, ClCCl. The product is N#CC1(c2ccc(O)cc2)CCCCC1. As a reaction SMILES: [B:17]([Br:18])([Br:19])[Br:20].[CH3:1][O:2][c:3]1[cH:4][cH:5][c:6]([C:9]2([C:15]#[N:16])[CH2:10][CH2:11][CH2:12][CH2:13][CH2:14]2)[cH:7][cH:8]1.[Cl:21][CH2:22][Cl:23]>>[OH:2][c:3]1[cH:4][cH:5][c:6]([C:9]2([C:15]#[N:16])[CH2:10][CH2:11][CH2:12][CH2:13][CH2:14]2)[cH:7][cH:8]1.